From a dataset of the Open Reaction Database (ORD), a public repository of structured organic reaction records. describe an organic reaction: reactants, conditions, products, and yield Starting materials: C(C)OC(=O)C1=C(NC(=C(C1C1=CC(=CC=C1)[N+](=O)[O-])C(=O)OCC)C)N (2-amino-6-methyl-4-(3'-nitrophenyl)-1,4-dihydropyridine-3,5-dicarboxylic acid diethyl ester), CC[O-].[Na+] (sodium ethylate), C(C)Br (ethyl bromide). Run in C(C)O (ethanol). Run at time 60 minute. The product is C(C)OC(=O)C1(C(=NC(=C(C1C1=CC(=CC=C1)[N+](=O)[O-])C(=O)OCC)C)N)CC (2-amino-3-ethyl-6-methyl-4-(3'-nitrophenyl)-3,4-dihydropyridine-3,5-dicarboxylic acid diethyl ester). Reaction SMILES: [CH2:1]([O:3][C:4]([C:6]1[CH:11]([C:12]2[CH:17]=[CH:16][CH:15]=[C:14]([N+:18]([O-:20])=[O:19])[CH:13]=2)[C:10]([C:21]([O:23][CH2:24][CH3:25])=[O:22])=[C:9]([CH3:26])[NH:8][C:7]=1[NH2:27])=[O:5])[CH3:2].[CH3:28][CH2:29][O-].[Na+].C(Br)C>C(O)C>[CH2:1]([O:3][C:4]([C:6]1([CH2:28][CH3:29])[CH:11]([C:12]2[CH:17]=[CH:16][CH:15]=[C:14]([N+:18]([O-:20])=[O:19])[CH:13]=2)[C:10]([C:21]([O:23][CH2:24][CH3:25])=[O:22])=[C:9]([CH3:26])[N:8]=[C:7]1[NH2:27])=[O:5])[CH3:2] |f:1.2|. Procedure: A solution of 37.4 g of 2-amino-6-methyl-4-(3'-nitrophenyl)-1,4-dihydropyridine-3,5-dicarboxylic acid diethyl ester and 6.8 g of sodium ethylate in 500 ml of ethanol is brought to the boil and treated with 10.9 g of ethyl bromide. After boiling for a further 60 minutes under reflux, the mixture is concentrated by distillation and the residue is taken up in 300 ml of chloroform and extracted by shaking twice with 100 ml of water. Concentration of the organic phase and recrystallization from ethan... The reactants are OC(=O)C(F)(F)F.ClC1=C(C(=C(C=C1OC)OC)Cl)NC(N(C)C1=CC(=NC=N1)NC1=C(C=C(C=C1)C1CCNCC1)NC(C=C)=O)=O (N-(2-(6-(3-(2,6-dichloro-3,5-dimethoxyphenyl)-1-methylureido)pyrimidin-4-ylamino)-5-(piperidin-4-yl)phenyl)acrylamide TFA salt), CC(=O)[O-].[Na+] (NaOAc), C(C)=O (acetaldehyde), [BH3-]C#N.[Na+] (NaBH3CN). Run in CCO (EtOH). Run at time 1 hour. Yields the product ClC1=C(C(=C(C=C1OC)OC)Cl)NC(N(C)C1=CC(=NC=N1)NC1=C(C=C(C=C1)C1CCN(CC1)CC)NC(C=C)=O)=O (N-(2-(6-(3-(2,6-dichloro-3,5-dimethoxyphenyl)-1-methylureido)pyrimidin-4-ylamino)-5-(1-ethylpiperidin-4-yl)phenyl)acrylamide). Yield: 9.7%. RXN SMILES: O[C:2]([C:4](F)(F)F)=O.[Cl:8][C:9]1[C:14]([O:15][CH3:16])=[CH:13][C:12]([O:17][CH3:18])=[C:11]([Cl:19])[C:10]=1[NH:20][C:21](=[O:48])[N:22]([C:24]1[N:29]=[CH:28][N:27]=[C:26]([NH:30][C:31]2[CH:36]=[CH:35][C:34]([CH:37]3[CH2:42][CH2:41][NH:40][CH2:39][CH2:38]3)=[CH:33][C:32]=2[NH:43][C:44](=[O:47])[CH:45]=[CH2:46])[CH:25]=1)[CH3:23].CC([O-])=O.[Na+].C(=O)C.[BH3-]C#N.[Na+]>CCO>[Cl:19][C:11]1[C:12]([O:17][CH3:18])=[CH:13][C:14]([O:15][CH3:16])=[C:9]([Cl:8])[C:10]=1[NH:20][C:21](=[O:48])[N:22]([C:24]1[N:29]=[CH:28][N:27]=[C:26]([NH:30][C:31]2[CH:36]=[CH:35][C:34]([CH:37]3[CH2:42][CH2:41][N:40]([CH2:2][CH3:4])[CH2:39][CH2:38]3)=[CH:33][C:32]=2[NH:43][C:44](=[O:47])[CH:45]=[CH2:46])[CH:25]=1)[CH3:23] |f:0.1,2.3,5.6|. Reported procedure: To a solution of N-(2-(6-(3-(2,6-dichloro-3,5-dimethoxyphenyl)-1-methylureido)pyrimidin-4-ylamino)-5-(piperidin-4-yl)phenyl)acrylamide TFA salt (35 g, 0.049 mmol) in EtOH (1 mL), was added NaOAc (4 g, 0.05 mmol) and aqueous acetaldehyde (1 mL, 0.9 mmol, 40%). After the mixture was stirred at room temperature for 1 hour, NaBH3CN (12 g, 0.18 mmol) was added, and the solution was stirred at room temperature for another 3 hours. After removal of all volatiles in vacuo, the residue was partitioned be... Isolated yield 109.2%. Reported procedure: After cooling a solution containing 8.1 g of (4S)-4-benzyl-3-(2-isopropoxyacetyl)-1,3-oxazolidin-2-one in toluene (120 ml) was cooled to −75° C., 5.0 ml of triethylamine was added. 30.5 ml of dibutylboron triflate (1M solution in dichloromethane) was added dropwise at such a rate that the inside temperature did not exceed −70° C. After the dropwise addition, the mixture was stirred for 50 minutes. Then, the inside temperature was raised to 0° C. and the mixture was stirred for another 50 minutes... Product: C(C1=CC=CC=C1)[C@@H]1N(C(OC1)=O)C([C@H](C(O)C1=CC(=CC=C1)OCC1=CC=CC=C1)OC(C)C)=O ((S)-Benzyl-3-[3-(3-benzyloxyphenyl)-3-hydroxy-2(S)-isopropoxypropionyl]oxazolidin-2-one). Reactants: C(CC(O)(C(=O)O)CC(=O)O)(=O)O.P(=O)(O)([O-])[O-].[Na+].[Na+] (disodium hydrogen phosphate-citric acid), OO (hydrogen peroxide), C(C1=CC=CC=C1)OC=1C=C(C=O)C=CC1 (3-benzyloxybenzaldehyde), C(C1=CC=CC=C1)[C@@H]1N(C(OC1)=O)C(COC(C)C)=O ((4S)-4-benzyl-3-(2-isopropoxyacetyl)-1,3-oxazolidin-2-one), [O-]S(=O)(=O)C(F)(F)F.C(CCC)[B+]CCCC (dibutylboron triflate), C(C1=CC=CC=C1)OC=1C=C(C=O)C=CC1 (3-benzyloxybenzaldehyde). As a reaction SMILES: [CH2:1]([C@H:8]1[CH2:12][O:11][C:10](=[O:13])[N:9]1[C:14](=[O:20])[CH2:15][O:16][CH:17]([CH3:19])[CH3:18])[C:2]1[CH:7]=[CH:6][CH:5]=[CH:4][CH:3]=1.[O-]S(C(F)(F)F)(=O)=O.C([B+]CCCC)CCC.[CH2:38]([O:45][C:46]1[CH:47]=[C:48]([CH:51]=[CH:52][CH:53]=1)[CH:49]=[O:50])[C:39]1[CH:44]=[CH:43][CH:42]=[CH:41][CH:40]=1.C(O)(=O)CC(CC(O)=O)(C(O)=O)O.P([O-])([O-])(O)=O.[Na+].[Na+].OO>C1(C)C=CC=CC=1.ClCCl.CO.C(N(CC)CC)C>[CH2:1]([C@H:8]1[CH2:12][O:11][C:10](=[O:13])[N:9]1[C:14](=[O:20])[C@@H:15]([O:16][CH:17]([CH3:18])[CH3:19])[CH:49]([C:48]1[CH:51]=[CH:52][CH:53]=[C:46]([O:45][CH2:38][C:39]2[CH:44]=[CH:43][CH:42]=[CH:41][CH:40]=2)[CH:47]=1)[OH:50])[C:2]1[CH:7]=[CH:6][CH:5]=[CH:4][CH:3]=1 |f:1.2,4.5.6.7|. Run in CO (methanol), C(C)N(CC)CC (triethylamine), ClCCl (dichloromethane), C1(=CC=CC=C1)C (toluene), ClCCl (dichloromethane). Reaction conditions: temperature -75 celsius, time 50 minute. Starting materials: N=1NN=NC1CC(=O)O ((2H-tetrazol-5-yl)-acetic acid), Product, C(C1=CC=CC=C1)[C@H]1CN(CCN1)C1=CC(=C(C=C1)OC)OC1CCC1 (3(S)-benzyl-1-(3-cyclobutoxy-4-methoxy-phenyl)-piperazine), C(C1=CC=CC=C1)[C@H]1CN(CCN1)C1=CC(=C(C=C1)OC)OC1CCC1 (3(S)-benzyl-1-(3-cyclobutoxy-4-methoxy-phenyl)-piperazine). The product is C(C1=CC=CC=C1)[C@@H]1N(CCN(C1)C1=CC(=C(C=C1)OC)OC1CCC1)C(CC=1N=NNN1)=O ((S)-1-(2-benzyl-4-(3-cyclobutoxy-4-methoxyphenyl)piperazin-1-yl)-2-(2H-tetrazol-5-yl)ethanone). RXN SMILES: [N:1]1[NH:2][N:3]=[N:4][C:5]=1[CH2:6][C:7]([OH:9])=O.[CH2:10]([C@@H:17]1[NH:22][CH2:21][CH2:20][N:19]([C:23]2[CH:28]=[CH:27][C:26]([O:29][CH3:30])=[C:25]([O:31][CH:32]3[CH2:35][CH2:34][CH2:33]3)[CH:24]=2)[CH2:18]1)[C:11]1[CH:16]=[CH:15][CH:14]=[CH:13][CH:12]=1>>[CH2:10]([C@H:17]1[CH2:18][N:19]([C:23]2[CH:28]=[CH:27][C:26]([O:29][CH3:30])=[C:25]([O:31][CH:32]3[CH2:35][CH2:34][CH2:33]3)[CH:24]=2)[CH2:20][CH2:21][N:22]1[C:7](=[O:9])[CH2:6][C:5]1[N:4]=[N:3][NH:2][N:1]=1)[C:11]1[CH:12]=[CH:13][CH:14]=[CH:15][CH:16]=1. Reported procedure: Prepared by the method outlined for Example 189 using (2H-tetrazol-5-yl)-acetic acid and 3(S)-benzyl-1-(3-cyclobutoxy-4-methoxy-phenyl)-piperazine (Example 7, Compound 95) as starting materials. Product as an oil (30 mg, 68%). LC/MS (Method B) 2.57 min, [M+1]+ 463. Potency class A. Reactants: C(C(=O)Cl)(=O)Cl (Oxalyl chloride), CC1N(CCCC1)C1=C(C=C(C(=O)O)C=C1)[N+](=O)[O-] (4-(2-Methylpiperidin-1-yl)-3-nitrobenzoic acid), FC=1C=CC(=C(C1)C(N)=NO)OC (5-fluoro-N′-hydroxy-2-methoxybenzenecarboximidamide), CCN(C(C)C)C(C)C (DIEA). The product is FC=1C=CC(=C(C1)C1=NOC(=N1)C1=CC(=C(C=C1)N1C(CCCC1)C)[N+](=O)[O-])OC (1-{4-[3-(5-fluoro-2-methoxyphenyl)-1,2,4-oxadiazol-5-yl]-2-nitrophenyl}-2-methylpiperidine). Reaction SMILES: C(Cl)(=O)C(Cl)=O.[CH3:7][CH:8]1[CH2:13][CH2:12][CH2:11][CH2:10][N:9]1[C:14]1[CH:22]=[CH:21][C:17]([C:18]([OH:20])=O)=[CH:16][C:15]=1[N+:23]([O-:25])=[O:24].[F:26][C:27]1[CH:28]=[CH:29][C:30]([O:37][CH3:38])=[C:31]([C:33](=[N:35]O)[NH2:34])[CH:32]=1.CCN(C(C)C)C(C)C>>[F:26][C:27]1[CH:28]=[CH:29][C:30]([O:37][CH3:38])=[C:31]([C:33]2[N:34]=[C:18]([C:17]3[CH:21]=[CH:22][C:14]([N:9]4[CH2:10][CH2:11][CH2:12][CH2:13][CH:8]4[CH3:7])=[C:15]([N+:23]([O-:25])=[O:24])[CH:16]=3)[O:20][N:35]=2)[CH:32]=1. Procedure details: Oxalyl chloride (190 mg; 1.5 mmol; 3 eq.), Intermediate 8 (132 mg; 0.5 mmol; 1 eq.), Intermediate 23 (92 mg; 0.5 mmol, 1 eq.) and DIEA (194 mg; 1.5 mmol; 3 eq.) were reacted according to general procedure 2. Purification by column chromatography (c-hexane/ethyl acetate, 80/20) followed by crystallisation from ethyl acetate/n-pentane afforded the title compound as a yellow solid. Starting materials: CN(C)C=O (DMF), S(=O)(Cl)Cl (Thionyl chloride), N1=CC=CC=C1 (pyridine), C(CCCCCCCC)OC=1C=C(CO)C=C(C1)OCCCCCCCCC (3,5-dinonoxybenzylalcohol). Run in ClCCl (dichloromethane), ClCCl (dichloromethane). Run at time 10 minute. Product: C(CCCCCCCC)OC=1C=C(CCl)C=C(C1)OCCCCCCCCC (3,5-dinonoxybenzyl Chloride). Isolated yield 72.2%. RXN SMILES: CN(C=O)C.S(Cl)([Cl:8])=O.N1C=CC=CC=1.[CH2:16]([O:25][C:26]1[CH:27]=[C:28]([CH:31]=[C:32]([O:34][CH2:35][CH2:36][CH2:37][CH2:38][CH2:39][CH2:40][CH2:41][CH2:42][CH3:43])[CH:33]=1)[CH2:29]O)[CH2:17][CH2:18][CH2:19][CH2:20][CH2:21][CH2:22][CH2:23][CH3:24]>ClCCl>[CH2:16]([O:25][C:26]1[CH:27]=[C:28]([CH:31]=[C:32]([O:34][CH2:35][CH2:36][CH2:37][CH2:38][CH2:39][CH2:40][CH2:41][CH2:42][CH3:43])[CH:33]=1)[CH2:29][Cl:8])[CH2:17][CH2:18][CH2:19][CH2:20][CH2:21][CH2:22][CH2:23][CH3:24]. Procedure: A 1 L RBF was prepared containing 5 mL dry dichloromethane, a stir bar, a septum, an out-vent line and a nitrogen gas line. DMF (3.3 ml, 40.3 mmol) was added and the reaction mixture was cooled in an ice bath. Thionyl chloride (2.7 ml, 40.3 mmol) was added and the reaction mixture was stirred for 10 minutes. The ice bath was then removed and the reaction mixture was allowed to stir for an additional 10 minutes. The RBF was placed in an ice bath and a mixture of pyridine (2.72 ml, 33.6 mmol) and ...